From a dataset of the Open Reaction Database (ORD), a public repository of structured organic reaction records. describe an organic reaction: reactants, conditions, products, and yield Reactants: solid, S1C(SCC1)=C(C(=O)OC(C)C)C(=O)C(=O)OOCC (isopropyl 2-(1,3-dithiolan-2-ylidene)-2-(ethoxycarboxycarbonyl)acetate), NC=1SC=C(N1)C (2-amino-4-methylthiazole). Product: S1C(SCC1)=C(C(=O)OC(C)C)C(NC=1SC=C(N1)C)=O (Isopropyl 2-(1,3-dithiolan-2-ylidene)-2-[N-(4-methyl-2-thiazolyl)carbamoyl]acetate). Reaction SMILES: [S:1]1[CH2:5][CH2:4][S:3][C:2]1=[C:6]([C:13](C(OOCC)=O)=[O:14])[C:7]([O:9][CH:10]([CH3:12])[CH3:11])=[O:8].[NH2:21][C:22]1[S:23][CH:24]=[C:25]([CH3:27])[N:26]=1>>[S:3]1[CH2:4][CH2:5][S:1][C:2]1=[C:6]([C:13](=[O:14])[NH:21][C:22]1[S:23][CH:24]=[C:25]([CH3:27])[N:26]=1)[C:7]([O:9][CH:10]([CH3:11])[CH3:12])=[O:8]. Procedure details: Following the procedure of Example 22, the titled compound was prepared as a white solid (41%) from isopropyl 2-(1,3-dithiolan-2-ylidene)-2-(ethoxycarboxycarbonyl)acetate and 2-amino-4-methylthiazole. Reaction SMILES: [CH2:22]([CH3:23])[O:24][NH2:25].[CH3:1][CH2:2][OH:3].[OH2:26].[OH:4][C:5]1=[C:6]([C:18]([CH2:19][CH3:20])=[O:21])[C:7](=[O:17])[CH2:8][CH:9]([c:11]2[s:12][cH:13][c:14]([CH3:16])[cH:15]2)[CH2:10]1>>[OH:4][C:5]1=[C:6]([C:18]([CH2:19][CH3:20])=[N:25][O:24][CH2:22][CH3:23])[C:7](=[O:17])[CH2:8][CH:9]([c:11]2[s:12][cH:13][c:14]([CH3:16])[cH:15]2)[CH2:10]1. The reactants are CCON, CCO, O, CCC(=O)C1=C(O)CC(c2cc(C)cs2)CC1=O. The product is CCON=C(CC)C1=C(O)CC(c2cc(C)cs2)CC1=O. Starting materials: ClC1=NC(=NC(=N1)OCC(F)(F)F)NC1=CC=C(C(=O)OC(C)(C)C)C=C1 (tert-butyl 4-(4-chloro-6-(2,2,2-trifluoroethoxy)-1,3,5-triazin-2-ylamino)benzoate), ClC1=CC=C(C=C1)C1(CC1)N (1-(4-chlorophenyl)cyclopropanamine). Solvent: C1CCOC1 (THF). Product: ClC1=CC=C(C=C1)C1(CC1)NC1=NC(=NC(=N1)OCC(F)(F)F)NC1=CC=C(C(=O)OC(C)(C)C)C=C1 (tert-butyl 4-(4-(1-(4-chlorophenyl)cyclopropylamino)-6-(2,2,2-trifluoroethoxy)-1,3,5-triazin-2-ylamino)benzoate). Yield: 37.8%. Reaction SMILES: Cl[C:2]1[N:7]=[C:6]([O:8][CH2:9][C:10]([F:13])([F:12])[F:11])[N:5]=[C:4]([NH:14][C:15]2[CH:27]=[CH:26][C:18]([C:19]([O:21][C:22]([CH3:25])([CH3:24])[CH3:23])=[O:20])=[CH:17][CH:16]=2)[N:3]=1.[Cl:28][C:29]1[CH:34]=[CH:33][C:32]([C:35]2([NH2:38])[CH2:37][CH2:36]2)=[CH:31][CH:30]=1>C1COCC1>[Cl:28][C:29]1[CH:30]=[CH:31][C:32]([C:35]2([NH:38][C:2]3[N:7]=[C:6]([O:8][CH2:9][C:10]([F:11])([F:12])[F:13])[N:5]=[C:4]([NH:14][C:15]4[CH:16]=[CH:17][C:18]([C:19]([O:21][C:22]([CH3:25])([CH3:23])[CH3:24])=[O:20])=[CH:26][CH:27]=4)[N:3]=3)[CH2:36][CH2:37]2)=[CH:33][CH:34]=1. Procedure: To a slurry of tert-butyl 4-(4-chloro-6-(2,2,2-trifluoroethoxy)-1,3,5-triazin-2-ylamino)benzoate (3.6 g) and 1-(4-chlorophenyl)cyclopropanamine (1.49 g) in THF (50 mL) was stirred for 5 hours at 80° C. The precipitate was filtrated through a plug washing with THF to give acrude product that was purified by Biotage eluting with 4/1-hexane/ethyl acetate to give 1.8 g of tert-butyl 4-(4-(1-(4-chlorophenyl)cyclopropylamino)-6-(2,2,2-trifluoroethoxy)-1,3,5-triazin-2-ylamino)benzoate as a solid. Starting materials: NC1=NC(=NC(=C1Cl)C)C (4-amino-5-chloro-2,6-dimethylpyrimidine), C(C1=CC=CC=C1)OC1=C(C=C(CCl)C=C1)OC (4-benzyloxy-3-methoxybenzyl chloride), [H-].[Na+] (sodium hydride). Solvent: CN1C(CCC1)=O (N-methylpyrrolidone). Yields the product C(C1=CC=CC=C1)OC1=C(C=C(CNC2=NC(=NC(=C2Cl)C)C)C=C1)OC ((4-Benzyloxy-3-methoxybenzyl)(5-chloro-2,6-dimethylpyrimidin-4-yl)amine). Reaction SMILES: [NH2:1][C:2]1[C:7]([Cl:8])=[C:6]([CH3:9])[N:5]=[C:4]([CH3:10])[N:3]=1.[CH2:11]([O:18][C:19]1[CH:26]=[CH:25][C:22]([CH2:23]Cl)=[CH:21][C:20]=1[O:27][CH3:28])[C:12]1[CH:17]=[CH:16][CH:15]=[CH:14][CH:13]=1.[H-].[Na+]>CN1CCCC1=O>[CH2:11]([O:18][C:19]1[CH:26]=[CH:25][C:22]([CH2:23][NH:1][C:2]2[C:7]([Cl:8])=[C:6]([CH3:9])[N:5]=[C:4]([CH3:10])[N:3]=2)=[CH:21][C:20]=1[O:27][CH3:28])[C:12]1[CH:13]=[CH:14][CH:15]=[CH:16][CH:17]=1 |f:2.3|. Procedure details: In analogy to the method described in example A1, 3.67 g (22.8 mmol) of 4-amino-5-chloro-2,6-dimethylpyrimidine, 6.0 g (22.8 mmol) of 4-benzyloxy-3-methoxybenzyl chloride and 0.91 g (23 mmol) of sodium hydride (60% suspension in liquid paraffin) are reacted in a total of 190 ml of N-methylpyrrolidone. After chromatography on silica gel (mobile phase: toluene/dioxane=10:1) and crystallization from petroleum ether, the title compound is isolated as a pale beige solid. Yield: 3.42 g (39% of theory)... The reactants are Cl.FC1=CC=C(C=C1)C=1N=C(SC1)N1CCCCC1 (1-[4-(4-Fluorophenyl)-1,3-thiazol-2-yl]piperidine hydrochloride), [OH-].[Na+] (sodium hydroxide). The solvent is O (water). Yields the product FC1=CC=C(C=C1)C=1N=C(SC1)N1CCCCC1 (1-[4-(4-fluorophenyl)-1,3-thiazol-2-yl]piperidine). The yield is 3291.0%. RXN SMILES: Cl.[F:2][C:3]1[CH:8]=[CH:7][C:6]([C:9]2[N:10]=[C:11]([N:14]3[CH2:19][CH2:18][CH2:17][CH2:16][CH2:15]3)[S:12][CH:13]=2)=[CH:5][CH:4]=1.[OH-].[Na+]>O>[F:2][C:3]1[CH:4]=[CH:5][C:6]([C:9]2[N:10]=[C:11]([N:14]3[CH2:19][CH2:18][CH2:17][CH2:16][CH2:15]3)[S:12][CH:13]=2)=[CH:7][CH:8]=1 |f:0.1,2.3|. Procedure details: 1-[4-(4-Fluorophenyl)-1,3-thiazol-2-yl]piperidine hydrochloride (1.00 g, 2.99 mmol) was dissolved in water. The solution was neutralized with 1N aqueous sodium hydroxide solution, and the mixture was extracted with chloroform. The extract was washed with water and dried over magnesium sulfate anhydrous, and the solvent was distilled off under reduced pressure to give the desired product (772 mg, 98.4 mmol) as an oil.